The task is: describe an organic reaction: reactants, conditions, products, and yield. This data is from the Open Reaction Database (ORD), a public repository of structured organic reaction records. The reactants are C1CCNCC1, CSc1nc2c(cc1C#N)C(=O)CC(C)(C)C2, CCO. Product: CC1(C)CC(=O)c2cc(C#N)c(N3CCCCC3)nc2C1. RXN SMILES: [CH2:18]1[CH2:19][CH2:20][NH:21][CH2:22][CH2:23]1.[CH3:1][C:2]1([CH3:17])[CH2:3][C:4](=[O:16])[c:5]2[cH:6][c:7]([C:14]#[N:15])[c:8]([S:12][CH3:13])[n:9][c:10]2[CH2:11]1.[CH3:24][CH2:25][OH:26]>>[CH3:1][C:2]1([CH3:17])[CH2:3][C:4](=[O:16])[c:5]2[cH:6][c:7]([C:14]#[N:15])[c:8]([N:21]3[CH2:20][CH2:19][CH2:18][CH2:23][CH2:22]3)[n:9][c:10]2[CH2:11]1. The reactants are CN(CCO)C (2-(dimethylamino)ethanol), CC(C)([O-])C.[Na+] (sodium tert-butoxide), BrC1=NC=C(N=C1)Br (2,5-dibromopyrazine). The solvent is C1CCOC1 (THF), C1CCOC1 (THF), C(C)(=O)OCC (ethyl acetate). Run at temperature 0 celsius, time 15 minute. The product is BrC=1N=CC(=NC1)OCCN(C)C (2-((5-Bromopyrazin-2-yl)oxy)-N,N-dimethylethanamine). The yield is 87.5%. Reaction SMILES: [CH3:1][N:2]([CH3:6])[CH2:3][CH2:4][OH:5].CC(C)([O-])C.[Na+].[Br:13][C:14]1[CH:19]=[N:18][C:17](Br)=[CH:16][N:15]=1>C1COCC1.C(OCC)(=O)C>[Br:13][C:14]1[N:15]=[CH:16][C:17]([O:5][CH2:4][CH2:3][N:2]([CH3:6])[CH3:1])=[N:18][CH:19]=1 |f:1.2|. Procedure: To a solution of 2-(dimethylamino)ethanol (28-1, 8.00 g, 78.9 mmol) in THF (100 mL) was added sodium tert-butoxide (10.0 g, 102.0 mmol) at room temperature. The reaction was stirred for 15 min. The reaction mixture was cooled to 0° C. and added with a solution of 2,5-dibromopyrazine (28-2, 20.0 g, 82.4 mmol) in THF (100 ml) slowly in a period of 5.0 min. The reaction mixture was warmed to room temperature and stirred for 16 h. The mixture was diluted with ethyl acetate and washed with saturated ... The reactants are CC1(C(=O)c2c[nH]c3ncc(Br)nc23)CCCCC1, Cc1nnc(-c2cccc(B(O)O)c2)o1. The product is Cc1nnc(-c2cccc(-c3cnc4[nH]cc(C(=O)C5(C)CCCCC5)c4n3)c2)o1. Reaction SMILES: [Br:1][c:2]1[n:3][c:4]2[c:5]([n:6][cH:7]1)[nH:8][cH:9][c:10]2[C:11](=[O:12])[C:13]1([CH3:19])[CH2:14][CH2:15][CH2:16][CH2:17][CH2:18]1.[CH3:20][c:21]1[n:22][n:23][c:24](-[c:26]2[cH:27][c:28]([B:32]([OH:33])[OH:34])[cH:29][cH:30][cH:31]2)[o:25]1>>[c:2]1(-[c:28]2[cH:27][c:26](-[c:24]3[n:23][n:22][c:21]([CH3:20])[o:25]3)[cH:31][cH:30][cH:29]2)[n:3][c:4]2[c:5]([n:6][cH:7]1)[nH:8][cH:9][c:10]2[C:11](=[O:12])[C:13]1([CH3:19])[CH2:14][CH2:15][CH2:16][CH2:17][CH2:18]1. RXN SMILES: [CH3:1][N:2]([CH3:24])[C:3]1[CH:23]=[CH:22][C:6]([CH2:7][CH:8]2[C:17]3[C:12](=[CH:13][C:14]([O:20][CH3:21])=[C:15]([O:18][CH3:19])[CH:16]=3)[CH2:11][CH2:10][NH:9]2)=[CH:5][CH:4]=1.Br[CH2:26][C:27](Br)=[O:28].[CH3:30][O:31][C:32]1[CH:39]=[CH:38][CH:37]=[CH:36][C:33]=1[CH2:34][NH2:35]>>[CH3:24][N:2]([CH3:1])[C:3]1[CH:4]=[CH:5][C:6]([CH2:7][CH:8]2[C:17]3[C:12](=[CH:13][C:14]([O:20][CH3:21])=[C:15]([O:18][CH3:19])[CH:16]=3)[CH2:11][CH2:10][N:9]2[CH2:26][C:27]([NH:35][CH2:34][C:33]2[CH:36]=[CH:37][CH:38]=[CH:39][C:32]=2[O:31][CH3:30])=[O:28])=[CH:22][CH:23]=1. Reactants: CN(C1=CC=C(CC2NCCC3=CC(=C(C=C23)OC)OC)C=C1)C (1-(4-Dimethylamino-benzyl)-6,7-dimethoxy-1,2,3,4-tetrahydroisoquinoline), BrCC(=O)Br (2-bromoacetyl bromide), COC1=C(CN)C=CC=C1 (2-methoxy-benzylamine). Procedure details: prepared by reaction of 1-(4-Dimethylamino-benzyl)-6,7-dimethoxy-1,2,3,4-tetrahydroisoquinoline and 2-bromoacetyl bromide with 2-methoxy-benzylamine The product is CN(C1=CC=C(CC2N(CCC3=CC(=C(C=C23)OC)OC)CC(=O)NCC2=C(C=CC=C2)OC)C=C1)C (2-[1-(4-Dimethylamino-benzyl)-6,7-dimethoxy-3,4-dihydro-1H-isoquinolin-2-yl]-N-(2-methoxy-benzyl)-acetamide). Reactants: FC(OC1=C(C(=C(C=C1)C1=C2CCC(C2=CC=C1)=O)O)OC)F (4-(4-(difluoromethoxy)-2-hydroxy-3-methoxyphenyl)-2,3-dihydro-1H-inden-1-one), C([O-])([O-])=O.[K+].[K+] (potassium carbonate), BrCC1(COC1)CO ((3-bromomethyl-oxetan-3-yl)-methanol). The solvent is C(C)#N (acetonitrile). Run at temperature 80 celsius. Product: FC(OC1=C(C(=C(C=C1)C1=C2CCC(C2=CC=C1)=O)OCC1(COC1)CO)OC)F (4-[4-Difluoromethoxy-2-(3-hydroxymethyl-oxetan-3-ylmethoxy)-3-methoxy-phenyl]-indan-1-one). Isolated yield 38.1%. Reaction SMILES: [F:1][CH:2]([F:23])[O:3][C:4]1[CH:9]=[CH:8][C:7]([C:10]2[CH:18]=[CH:17][CH:16]=[C:15]3[C:11]=2[CH2:12][CH2:13][C:14]3=[O:19])=[C:6]([OH:20])[C:5]=1[O:21][CH3:22].C(=O)([O-])[O-].[K+].[K+].Br[CH2:31][C:32]1([CH2:36][OH:37])[CH2:35][O:34][CH2:33]1>C(#N)C>[F:1][CH:2]([F:23])[O:3][C:4]1[CH:9]=[CH:8][C:7]([C:10]2[CH:18]=[CH:17][CH:16]=[C:15]3[C:11]=2[CH2:12][CH2:13][C:14]3=[O:19])=[C:6]([O:20][CH2:31][C:32]2([CH2:36][OH:37])[CH2:35][O:34][CH2:33]2)[C:5]=1[O:21][CH3:22] |f:1.2.3|. Reported procedure: To a stirring solution of 4-(4-(difluoromethoxy)-2-hydroxy-3-methoxyphenyl)-2,3-dihydro-1H-inden-1-one (80 mg, 0.25 mmol) in acetonitrile (10 mL) was added potassium carbonate (103.5 mg, 0.75 mmol) and (3-bromomethyl-oxetan-3-yl)-methanol (135.7 mg, 0.75 mmol) and the resultant reaction mixture was heated to 80° C. for 16 h. The reaction mixture was cooled to RT and filtered through celite and the filtrate was concentrated under reduced pressure. The residue was purified by column chromatography... Reactants: P(=O)(Cl)(Cl)Cl (Phosphorous oxychloride), C(CCCCC)(=O)NC(C(C)=O)C1=CC=CC=C1 (1-hexanoylamino-1-phenyl-2-propanone). Solvent: C1(=CC=CC=C1)C (toluene). Run at time 40 minute. The product is CC1=C(N=C(O1)CCCCC)C1=CC=CC=C1 (5-methyl-2-pentyl-4-phenyloxazole). Reaction SMILES: P(Cl)(Cl)(Cl)=O.[C:6]([NH:13][CH:14]([C:18]1[CH:23]=[CH:22][CH:21]=[CH:20][CH:19]=1)[C:15](=[O:17])[CH3:16])(=O)[CH2:7][CH2:8][CH2:9][CH2:10][CH3:11]>C1(C)C=CC=CC=1>[CH3:16][C:15]1[O:17][C:6]([CH2:7][CH2:8][CH2:9][CH2:10][CH3:11])=[N:13][C:14]=1[C:18]1[CH:23]=[CH:22][CH:21]=[CH:20][CH:19]=1. Procedure details: Phosphorous oxychloride (5.58 ml) was added to a solution of 1-hexanoylamino-1-phenyl-2-propanone (4.94 g) in toluene (50 ml) and the solution was refluxed with stirring for 40 minutes. The solvent was distilled off and water was added to the residue. The mixture was neutralized with potassium carbonate and extracted with ethyl acetate. The extract was washed with water and dried over anhydrous magnesium sulfate. The solvent was then distilled off and the residue was purified by silica gel chrom... Reactants: CCOCC, CCC(C)N, O=C1C=CC(=O)O1. Yields the product CCC(C)NC(=O)C=CC(=O)O. RXN SMILES: [CH3:13][CH2:14][O:15][CH2:16][CH3:17].[CH:8]([CH3:9])([CH2:10][CH3:11])[NH2:12].[O:1]=[C:2]1[O:3][C:4](=[O:5])[CH:6]=[CH:7]1>>[O:1]=[C:2]([CH:7]=[CH:6][C:4]([OH:3])=[O:5])[NH:12][CH:8]([CH3:9])[CH2:10][CH3:11].